From a dataset of the Open Reaction Database (ORD), a public repository of structured organic reaction records. describe an organic reaction: reactants, conditions, products, and yield Reactants: COCC=1C=C(C=C(C1)COC)Br (3,5-bis(methoxymethyl)bromobenzene), [Mg] (magnesium), CN(C=O)C (dimethylformamide). Solvent: O1CCCC1 (THF), O1CCCC1 (tetrahydrofuran). Conditions: time 3 hour. Yields the product COCC=1C=C(C=O)C=C(C1)COC (3,5-bis(methoxymethyl)benzaldehyde). Isolated yield 79.0%. RXN SMILES: [CH3:1][O:2][CH2:3][C:4]1[CH:5]=[C:6](Br)[CH:7]=[C:8]([CH2:10][O:11][CH3:12])[CH:9]=1.[Mg].CN(C)[CH:17]=[O:18]>O1CCCC1>[CH3:1][O:2][CH2:3][C:4]1[CH:5]=[C:6]([CH:7]=[C:8]([CH2:10][O:11][CH3:12])[CH:9]=1)[CH:17]=[O:18]. Procedure: Grignard solution was prepared from 13.4 g (54.7 mmol) of 3,5-bis(methoxymethyl)bromobenzene, 3.25 g (134 mmol) of magnesium, and 60 ml of tetrahydrofuran (hereinafter abbreviated as “THF”) in a reaction vessel of 200 ml. Subsequently, 30 ml (387 mmol) of dimethylformamide (DMF) was added dropwise into this solution at 0° C. and further agitated at room temperature for 3 hours after completion of the addition. Solvent was removed from the obtained reaction liquid by reduced pressure and 2N hydro...